Dataset: the Open Reaction Database (ORD), a public repository of structured organic reaction records. Task: describe an organic reaction: reactants, conditions, products, and yield The reactants are CC=1NC=CN1 (2-methylimidazole), ClC=1N=C(C2=C(N1)SC(=C2)C)NCC2=CC1=C(C=C2)OCCO1 (2-chloro-6-methyl-4-(3,4-ethylendioxybenzylamino)-thieno-[2,3-d]-pyrimidine). Yields the product CC=1N(C=CN1)C=1N=C(C2=C(N1)SC(=C2)C)NCC2=CC1=C(C=C2)OCCO1 (2-(2-methylimidazol-1-yl)-6-methyl-4-(3,4-ethylendioxybenzylamino)-thieno-[2,3-d]-pyrimidine). As a reaction SMILES: [CH3:1][C:2]1[NH:3][CH:4]=[CH:5][N:6]=1.Cl[C:8]1[N:9]=[C:10]([NH:18][CH2:19][C:20]2[CH:25]=[CH:24][C:23]3[O:26][CH2:27][CH2:28][O:29][C:22]=3[CH:21]=2)[C:11]2[CH:16]=[C:15]([CH3:17])[S:14][C:12]=2[N:13]=1>>[CH3:1][C:2]1[N:3]([C:8]2[N:9]=[C:10]([NH:18][CH2:19][C:20]3[CH:25]=[CH:24][C:23]4[O:26][CH2:27][CH2:28][O:29][C:22]=4[CH:21]=3)[C:11]3[CH:16]=[C:15]([CH3:17])[S:14][C:12]=3[N:13]=2)[CH:4]=[CH:5][N:6]=1. Procedure: Following the procedure of Example 97, the reaction of 2-methylimidazole with 2-chloro-6-methyl-4-(3,4-ethylendioxybenzylamino)-thieno-[2,3-d]-pyrimidine gives 2-(2-methylimidazol-1-yl)-6-methyl-4-(3,4-ethylendioxybenzylamino)-thieno-[2,3-d]-pyrimidine. Starting materials: CC(=O)c1c(N)c2cc(-c3ccc(Cl)cc3)c(-c3ccc(Cl)cc3Cl)nc2n(C)c1=O, CC(=O)OCC(=O)Cl, CC#N, CCOC(C)=O. Product: CC(=O)OCC(=O)Nc1c(C(C)=O)c(=O)n(C)c2nc(-c3ccc(Cl)cc3Cl)c(-c3ccc(Cl)cc3)cc12. RXN SMILES: [C:1]([CH3:2])(=[O:3])[c:4]1[c:5](=[O:31])[n:6]([CH3:30])[c:7]2[n:8][c:9](-[c:22]3[c:23]([Cl:29])[cH:24][c:25]([Cl:28])[cH:26][cH:27]3)[c:10](-[c:15]3[cH:16][cH:17][c:18]([Cl:21])[cH:19][cH:20]3)[cH:11][c:12]2[c:13]1[NH2:14].[C:32]([CH3:33])(=[O:34])[O:35][CH2:36][C:37](=[O:38])[Cl:39].[CH3:40][C:41]#[N:42].[CH3:43][CH2:44][O:45][C:46]([CH3:47])=[O:48]>>[C:1]([CH3:2])(=[O:3])[c:4]1[c:5](=[O:31])[n:6]([CH3:30])[c:7]2[n:8][c:9](-[c:22]3[c:23]([Cl:29])[cH:24][c:25]([Cl:28])[cH:26][cH:27]3)[c:10](-[c:15]3[cH:16][cH:17][c:18]([Cl:21])[cH:19][cH:20]3)[cH:11][c:12]2[c:13]1[NH:14][C:37]([CH2:36][O:35][C:32]([CH3:33])=[O:34])=[O:38]. The reactants are C1COCCN1, C=O, CNC(=S)C(OC)c1ccccn1, CO. Yields the product CNC(=S)C(CN1CCOCC1)(OC)c1ccccn1. RXN SMILES: [CH2:14]1[CH2:15][O:16][CH2:17][CH2:18][NH:19]1.[CH2:20]=[O:21].[CH3:1][O:2][CH:3]([C:4](=[S:5])[NH:6][CH3:7])[c:8]1[n:9][cH:10][cH:11][cH:12][cH:13]1.[CH3:22][OH:23]>>[CH3:1][O:2][C:3]([C:4](=[S:5])[NH:6][CH3:7])([c:8]1[n:9][cH:10][cH:11][cH:12][cH:13]1)[CH2:20][N:19]1[CH2:14][CH2:15][O:16][CH2:17][CH2:18]1. Starting materials: CC(C)(C)CC(O)c1ccc(CNC(=O)OC(C)(C)C)cc1F, C1COCCO1. Yields the product CC(C)(C)CC(=O)c1ccc(CNC(=O)OC(C)(C)C)cc1F. Reaction SMILES: [C:1]([CH3:2])([CH3:3])([CH3:4])[O:5][C:6](=[O:7])[NH:8][CH2:9][c:10]1[cH:11][c:12]([F:23])[c:13]([CH:16]([CH2:17][C:18]([CH3:19])([CH3:20])[CH3:21])[OH:22])[cH:14][cH:15]1.[CH2:24]1[O:25][CH2:26][CH2:27][O:28][CH2:29]1>>[C:1]([CH3:2])([CH3:3])([CH3:4])[O:5][C:6](=[O:7])[NH:8][CH2:9][c:10]1[cH:11][c:12]([F:23])[c:13]([C:16]([CH2:17][C:18]([CH3:19])([CH3:20])[CH3:21])=[O:22])[cH:14][cH:15]1. The product is CCN(CC)CCNC(=O)c1c(C)[nH]c(C=C2C(=O)Nc3cccc(-c4cccc(Cl)c4)c32)c1C. As a reaction SMILES: [CH2:18]([CH3:19])[N:20]([CH2:21][CH2:22][NH:23][C:24](=[O:25])[c:26]1[c:27]([CH3:34])[nH:28][c:29]([CH:32]=[O:33])[c:30]1[CH3:31])[CH2:35][CH3:36].[CH2:37]1[CH2:38][CH2:39][NH:40][CH2:41][CH2:42]1.[CH3:43][CH2:44][OH:45].[Cl:1][c:2]1[cH:3][c:4](-[c:8]2[c:9]3[c:13]([cH:14][cH:15][cH:16]2)[NH:12][C:11](=[O:17])[CH2:10]3)[cH:5][cH:6][cH:7]1>>[Cl:1][c:2]1[cH:3][c:4](-[c:8]2[c:9]3[c:13]([cH:14][cH:15][cH:16]2)[NH:12][C:11](=[O:17])[C:10]3=[CH:32][c:29]2[nH:28][c:27]([CH3:34])[c:26]([C:24]([NH:23][CH2:22][CH2:21][N:20]([CH2:18][CH3:19])[CH2:35][CH3:36])=[O:25])[c:30]2[CH3:31])[cH:5][cH:6][cH:7]1. Reactants: CCN(CC)CCNC(=O)c1c(C)[nH]c(C=O)c1C, C1CCNCC1, CCO, O=C1Cc2c(cccc2-c2cccc(Cl)c2)N1. Starting materials: O, CSc1ncc(Cc2cccnc2)c(=O)[nH]1, NCCSCc1nccs1. Yields the product O=c1[nH]c(NCCSCc2nccs2)ncc1Cc1cccnc1. Reaction SMILES: [OH2:27].[n:1]1[cH:2][c:3]([CH2:7][c:8]2[c:9](=[O:16])[nH:10][c:11]([S:14][CH3:15])[n:12][cH:13]2)[cH:4][cH:5][cH:6]1.[s:17]1[c:18]([CH2:22][S:23][CH2:24][CH2:25][NH2:26])[n:19][cH:20][cH:21]1>>[n:1]1[cH:2][c:3]([CH2:7][c:8]2[c:9](=[O:16])[nH:10][c:11]([NH:26][CH2:25][CH2:24][S:23][CH2:22][c:18]3[s:17][cH:21][cH:20][n:19]3)[n:12][cH:13]2)[cH:4][cH:5][cH:6]1. Reactants: FC=1C=C2C(N(C(NC2=CC1[N+](=O)[O-])=O)NS(=O)(=O)C)=O (N-(6-fluoro-7-nitro-2,4-dioxo-1,4-dihydro-2H-quinazolin-3-yl)-methanesulfonamide), N1C=NC=C1 (imidazole), CN1C(N(CC1)C)=O (1,3-dimethyl-2-imidazolidinone), O (water). Solvent: C(C)(=O)O (acetic acid). Reaction conditions: temperature 140 celsius. The product is N1(C=NC=C1)C=1C=C2C(N(C(NC2=CC1[N+](=O)[O-])=O)NS(=O)(=O)C)=O (N-(6-Imidazol-1-yl-7-nitro-2,4-dioxo-1,4-dihydro-2H-quinazolin-3-yl)-methanesulfonamide). Yield: 35.1%. Reaction SMILES: F[C:2]1[CH:3]=[C:4]2[C:9](=[CH:10][C:11]=1[N+:12]([O-:14])=[O:13])[NH:8][C:7](=[O:15])[N:6]([NH:16][S:17]([CH3:20])(=[O:19])=[O:18])[C:5]2=[O:21].[NH:22]1[CH:26]=[CH:25][N:24]=[CH:23]1.CN1CCN(C)C1=O.O>C(O)(=O)C>[N:22]1([C:2]2[CH:3]=[C:4]3[C:9](=[CH:10][C:11]=2[N+:12]([O-:14])=[O:13])[NH:8][C:7](=[O:15])[N:6]([NH:16][S:17]([CH3:20])(=[O:19])=[O:18])[C:5]3=[O:21])[CH:26]=[CH:25][N:24]=[CH:23]1. Procedure: A mixture of 530 mg (1.665 mmol) of N-(6-fluoro-7-nitro-2,4-dioxo-1,4-dihydro-2H-quinazolin-3-yl)-methanesulfonamide, 567 mg (8.325 mmol) of imidazole and 7.7 ml of dry 1,3-dimethyl-2-imidazolidinone is heated to 140° C. (oil bath temperature) for 90 minutes in a closed vial. After cooling, the dark solution is poured on 130 ml of water and the pH adjusted to ˜5 by adding 2 M acetic acid. The precipitate formed is filtered and recrystallized four times from DMSO/water, yielding 214 mg of the tit... The reactants are ClC=1C(=C(C(=C2C1C(=O)OC2=O)Cl)Cl)Cl (Tetrachlorophthalic anhydride), FC1=C(C(=O)O)C=C(C(=C1)F)F (2,4,5-Trifluorobenzoic acid), N1C(C=CC2=CC=CC=C12)=O (quinolone), ClC=1C(=C(C(=C2C1C(=O)OC2=O)Cl)Cl)Cl (tetrachlorophthalic anhydride). Solvent: [OH-].[Na+].[Zn] (NaOH Zn). Product: ClC1=C(C(C(=O)O)=C(C=C1Cl)Cl)C(=O)O (3,4,6-trichlorophthalic acid). RXN SMILES: FC1C=C(F)C(F)=CC=1C(O)=[O:5].N1C2C(=CC=CC=2)C=CC1=O.[Cl:24][C:25]1[C:26](Cl)=[C:27]([Cl:37])[C:28]([Cl:36])=[C:29]2[C:34](=[O:35])[O:33][C:31](=[O:32])[C:30]=12>[OH-].[Na+].[Zn]>[Cl:36][C:28]1[C:27]([Cl:37])=[CH:26][C:25]([Cl:24])=[C:30]([C:31]([OH:32])=[O:5])[C:29]=1[C:34]([OH:33])=[O:35] |f:3.4.5|. Procedure details: 2,4,5-Trifluorobenzoic acid (2,4,5--TiFBA) is used as an intermediate in preparing quinolone antibacterials. It is prepared by a process that begins with tetrachlorophthalic anhydride. Tetrachlorophthalic anhydride is first hydrodechlorinated in NaOH/Zn to produce 3,4,6-trichlorophthalic acid, followed by imidization using methylamine to form 3,4,6-trichloro-N-methylphthalimide. That product is fluorinated by KF to form 3,4,6-trifluoro-N-methyl phthalimide, which is hydrolyzed to produce 3,4,6-t...